From a dataset of the Open Reaction Database (ORD), a public repository of structured organic reaction records. describe an organic reaction: reactants, conditions, products, and yield The reactants are C1(CC1)C1=CC(=CC=2N1N=CC2I)C2=CC=C(C=C2)C(F)(F)F (7-cyclopropyl-3-iodo-5-(4-trifluoromethyl-phenyl)-pyrazolo[1,5-a]pyridine), C(#C)C=1C=CC(=NC1)N (5-ethynyl-pyridin-2-ylamine). Yields the product C1(CC1)C1=CC(=CC=2N1N=CC2C#CC=2C=CC(=NC2)N)C2=CC=C(C=C2)C(F)(F)F (5-[7-Cyclopropyl-5-(4-trifluoromethyl-phenyl)-pyrazolo[1,5-a]pyridin-3-ylethynyl]-pyridin-2-ylamine), solid. Isolated yield 20.0%. RXN SMILES: [CH:1]1([C:4]2[N:9]3[N:10]=[CH:11][C:12](I)=[C:8]3[CH:7]=[C:6]([C:14]3[CH:19]=[CH:18][C:17]([C:20]([F:23])([F:22])[F:21])=[CH:16][CH:15]=3)[CH:5]=2)[CH2:3][CH2:2]1.[C:24]([C:26]1[CH:27]=[CH:28][C:29]([NH2:32])=[N:30][CH:31]=1)#[CH:25]>>[CH:1]1([C:4]2[N:9]3[N:10]=[CH:11][C:12]([C:25]#[C:24][C:26]4[CH:27]=[CH:28][C:29]([NH2:32])=[N:30][CH:31]=4)=[C:8]3[CH:7]=[C:6]([C:14]3[CH:19]=[CH:18][C:17]([C:20]([F:23])([F:22])[F:21])=[CH:16][CH:15]=3)[CH:5]=2)[CH2:3][CH2:2]1. Procedure: The title compound was prepared from 7-cyclopropyl-3-iodo-5-(4-trifluoromethyl-phenyl)-pyrazolo[1,5-a]pyridine (example C.28 step 7) (204 mg, 0.48 mmol) and 5-ethynyl-pyridin-2-ylamine (example D.1) (101 mg, 0.85 mmol) according to general procedure II. Obtained as a yellow solid (40 mg, 20%). MS (ISP) 419.1 [(M+H)+]. Reactants: COc1cc2nccc(Oc3ccc(N)cc3F)c2cc1OC, CCO, Cc1ccccc1C(=O)N=C=S, Cc1ccccc1. Product: COc1cc2nccc(Oc3ccc(NC(=S)NC(=O)c4ccccc4C)cc3F)c2cc1OC. RXN SMILES: [CH3:1][O:2][c:3]1[cH:4][c:5]2[c:6]([O:15][c:16]3[c:17]([F:23])[cH:18][c:19]([NH2:20])[cH:21][cH:22]3)[cH:7][cH:8][n:9][c:10]2[cH:11][c:12]1[O:13][CH3:14].[CH3:24][CH2:25][OH:26].[CH3:27][c:28]1[c:29]([C:34](=[O:35])[N:36]=[C:37]=[S:38])[cH:30][cH:31][cH:32][cH:33]1.[CH3:39][c:40]1[cH:41][cH:42][cH:43][cH:44][cH:45]1>>[CH3:1][O:2][c:3]1[cH:4][c:5]2[c:6]([O:15][c:16]3[c:17]([F:23])[cH:18][c:19]([NH:20][C:37]([NH:36][C:34]([c:29]4[c:28]([CH3:27])[cH:33][cH:32][cH:31][cH:30]4)=[O:35])=[S:38])[cH:21][cH:22]3)[cH:7][cH:8][n:9][c:10]2[cH:11][c:12]1[O:13][CH3:14]. Reaction SMILES: Cl.[CH3:2][O:3][C:4]1[CH:5]=[CH:6][C:7]2[O:12][CH2:11][C@H:10]([CH2:13][NH2:14])[O:9][C:8]=2[CH:15]=1.Br[CH2:17][CH2:18][CH2:19][O:20][C:21]1[CH:30]=[C:29]2[C:24]([CH:25]=[CH:26][C:27](=[O:31])[O:28]2)=[CH:23][CH:22]=1.C(N(C(C)C)CC)(C)C>CN(C=O)C>[CH3:2][O:3][C:4]1[CH:5]=[CH:6][C:7]2[O:12][CH2:11][C@H:10]([CH2:13][NH:14][CH2:17][CH2:18][CH2:19][O:20][C:21]3[CH:22]=[CH:23][C:24]4[CH:25]=[CH:26][C:27](=[O:31])[O:28][C:29]=4[CH:30]=3)[O:9][C:8]=2[CH:15]=1 |f:0.1|. The yield is 30.8%. Conditions: temperature 90 celsius. Procedure details: (S)-2,3-Dihydro-7-methoxy-1,4-benzodioxin-2-methanamine hydrochloride (11.5 g, 49.8 mmole), 7-(3-bromopropoxy)coumarin (14.2 g, 50.0 mmole), and diisopropylethylamine (12 ml, 68.9 mmole) were combined in 350 ml of DMF and heated at 90° C. for 24 hours uunder a nitrogen atmosphere. The solvent was then removed in vacuum and replaced with 300 ml of dichloromethane. Upon addition of an equal volume of saturated aqueous sodium bicarbonate, a white solid precipitated. This was filtered and redissolve... The product is COC=1C=CC2=C(O[C@H](CO2)CNCCCOC2=CC3=C(C=CC(O3)=O)C=C2)C1 ((S)-7-[3-[[(2,3-Dihydro-7-methoxy-1,4-benzodioxin-2-yl)methyl]amino]propoxy]-2H-1-benzopyran-2-one). The reactants are Cl.COC=1C=CC2=C(O[C@H](CO2)CN)C1 ((S)-2,3-Dihydro-7-methoxy-1,4-benzodioxin-2-methanamine hydrochloride), BrCCCOC1=CC=C2C=CC(OC2=C1)=O (7-(3-bromopropoxy)coumarin), C(C)(C)N(CC)C(C)C (diisopropylethylamine). Solvent: CN(C)C=O (DMF). Reactants: COc1ccc(CCBr)c([N+](=O)[O-])c1, C[S-], CCO, [Na+]. The product is COc1ccc(CCSC)c([N+](=O)[O-])c1. As a reaction SMILES: [Br:1][CH2:2][CH2:3][c:4]1[c:5]([N+:12](=[O:13])[O-:14])[cH:6][c:7]([O:10][CH3:11])[cH:8][cH:9]1.[CH3:15][S-:16].[CH3:18][CH2:19][OH:20].[Na+:17]>>[CH2:2]([CH2:3][c:4]1[c:5]([N+:12](=[O:13])[O-:14])[cH:6][c:7]([O:10][CH3:11])[cH:8][cH:9]1)[S:16][CH3:15].